Dataset: the Open Reaction Database (ORD), a public repository of structured organic reaction records. Task: describe an organic reaction: reactants, conditions, products, and yield The reactants are CN1C(CC(C1C)C1=CC=C(C=C1)[N+](=O)[O-])=O (1,5-Dimethyl-4-(4'-nitrophenyl)-pyrrolidin-2-one). Reagents/catalysts: [Pd] (palladium on charcoal). Run in CO (methanol). Product: CN1C(CC(C1C)C1=CC=C(C=C1)N)=O (1,5-dimethyl-4-(4'-aminophenyl)-pyrrolidin-2-one). The yield is 100.0%. RXN SMILES: [CH3:1][N:2]1[CH:6]([CH3:7])[CH:5]([C:8]2[CH:13]=[CH:12][C:11]([N+:14]([O-])=O)=[CH:10][CH:9]=2)[CH2:4][C:3]1=[O:17]>CO.[Pd]>[CH3:1][N:2]1[CH:6]([CH3:7])[CH:5]([C:8]2[CH:13]=[CH:12][C:11]([NH2:14])=[CH:10][CH:9]=2)[CH2:4][C:3]1=[O:17]. Procedure: A solution of 4.89 g (20.9 mmoles) of Ir in 50 ml of methanol and 0.49 g of 10% palladium on charcoal are placed into a 250 ml hydrogenation flask and hydrogenated at room temperature for 30 hr. The catalyst is filtered off and the methanol evaporated in vacuo. The resulting 1,5-dimethyl-4-(4'-aminophenyl)-pyrrolidin-2-one (Is), isolated in 100% yield, is dissolved in 12 ml of 18% hydrochloric acid in a 250 ml beaker and dropwise treated with 5.23 ml of 4 N sodium nitrite solution at 0°-5° C. Af... Reactants: C(C)OC(=O)C1=C(SC=C1C1=CC(=CC=C1)Cl)N (2-amino-4-(3-chlorophenyl)-thiophene-3-carboxylic acid ethyl ester), C1(C=2C(C(=O)O1)=CC=CC2)=O (phthalic anhydride). The solvent is C(C)(=O)O (acetic acid). Product: C(C)OC(=O)C1=C(SC=C1C1=CC(=CC=C1)Cl)N1C(C2=CC=CC=C2C1=O)=O (4-(3-Chlorophenyl)-2-(1,3-dioxo-1,3-dihydroisoindol-2-yl)-thiophene-3-carboxylic acid ethyl ester). Isolated yield 80.0%. Reaction SMILES: [CH2:1]([O:3][C:4]([C:6]1[C:10]([C:11]2[CH:16]=[CH:15][CH:14]=[C:13]([Cl:17])[CH:12]=2)=[CH:9][S:8][C:7]=1[NH2:18])=[O:5])[CH3:2].[C:19]1(=O)[O:24][C:22](=[O:23])[C:21]2=[CH:25][CH:26]=[CH:27][CH:28]=[C:20]12>C(O)(=O)C>[CH2:1]([O:3][C:4]([C:6]1[C:10]([C:11]2[CH:16]=[CH:15][CH:14]=[C:13]([Cl:17])[CH:12]=2)=[CH:9][S:8][C:7]=1[N:18]1[C:22](=[O:23])[C:21]2[C:20](=[CH:28][CH:27]=[CH:26][CH:25]=2)[C:19]1=[O:24])=[O:5])[CH3:2]. Reported procedure: A mixture of 2-amino-4-(3-chlorophenyl)-thiophene-3-carboxylic acid ethyl ester (2 mmol, Example 4 & 5, Part B) and phthalic anhydride (2.2 mmol) in glacial acetic acid; (20 mL) was heated at reflux overnight. After cooling to room temperature, the acetic acid was removed in vacuo and the residue triturated with petroleum ether. The crude product was collected by filtration, suspended in acetyl chloride (5 mL), and heated to reflux for one hour. After removing the solvent in vacuo, the residue w... The product is CN(CCN(C(CC)=O)C1=CC=C(N\C(\C2=CC=CC=C2)=C\2/C(NC3=CC(=CC=C23)C(=O)OC)=O)C=C1)C (3-Z-[1-(4-(N-(2-dimethylamino-ethyl)-N-propionyl-amino)-anilino)-1-phenyl-methylene]-6-methoxycarbonyl-2-indolinone). As a reaction SMILES: C([N:4]1[C:12]2[C:7](=[CH:8][CH:9]=[C:10]([C:13]([O:15][CH3:16])=[O:14])[CH:11]=2)[C:6](=[C:17](OCC)[C:18]2[CH:23]=[CH:22][CH:21]=[CH:20][CH:19]=2)[C:5]1=[O:27])(=O)C.[CH3:28][N:29]([CH3:44])[CH2:30][CH2:31][N:32]([C:37]1[CH:43]=[CH:42][C:40]([NH2:41])=[CH:39][CH:38]=1)[C:33](=[O:36])[CH2:34][CH3:35]>>[CH3:44][N:29]([CH3:28])[CH2:30][CH2:31][N:32]([C:37]1[CH:38]=[CH:39][C:40]([NH:41]/[C:17](=[C:6]2\[C:5](=[O:27])[NH:4][C:12]3[C:7]\2=[CH:8][CH:9]=[C:10]([C:13]([O:15][CH3:16])=[O:14])[CH:11]=3)/[C:18]2[CH:23]=[CH:22][CH:21]=[CH:20][CH:19]=2)=[CH:42][CH:43]=1)[C:33](=[O:36])[CH2:34][CH3:35]. Procedure details: Prepared from 1-acetyl-3-(1-ethoxy-1-phenylmethylene)-6-methoxycarbonyl-2-indolinone and 4-(N-(2-dimethylamino-ethyl)-N-propionyl-amino)-aniline Rf value: 0.5 (silica gel, methylene chloride/methanol=9:1) C30H32N4O4 Starting materials: C(C)(=O)N1C(C(C2=CC=C(C=C12)C(=O)OC)=C(C1=CC=CC=C1)OCC)=O (1-acetyl-3-(1-ethoxy-1-phenylmethylene)-6-methoxycarbonyl-2-indolinone), CN(CCN(C(CC)=O)C1=CC=C(N)C=C1)C (4-(N-(2-dimethylamino-ethyl)-N-propionyl-amino)-aniline). Starting materials: BrB(Br)Br, COC(=O)C(Cc1ccccc1OC)N1CCC(CN2CCC(Oc3ccc(Cl)c(Cl)c3)CC2)CC1, ClCCl. The product is COC(=O)C(Cc1ccccc1O)N1CCC(CN2CCC(Oc3ccc(Cl)c(Cl)c3)CC2)CC1. RXN SMILES: [B:37]([Br:38])([Br:39])[Br:40].[Cl:1][c:2]1[cH:3][c:4]([O:5][CH:6]2[CH2:7][CH2:8][N:9]([CH2:12][CH:13]3[CH2:14][CH2:15][N:16]([CH:19]([C:20](=[O:21])[O:22][CH3:23])[CH2:24][c:25]4[c:26]([O:31][CH3:32])[cH:27][cH:28][cH:29][cH:30]4)[CH2:17][CH2:18]3)[CH2:10][CH2:11]2)[cH:33][cH:34][c:35]1[Cl:36].[Cl:41][CH2:42][Cl:43]>>[Cl:1][c:2]1[cH:3][c:4]([O:5][CH:6]2[CH2:7][CH2:8][N:9]([CH2:12][CH:13]3[CH2:14][CH2:15][N:16]([CH:19]([C:20](=[O:21])[O:22][CH3:23])[CH2:24][c:25]4[c:26]([OH:31])[cH:27][cH:28][cH:29][cH:30]4)[CH2:17][CH2:18]3)[CH2:10][CH2:11]2)[cH:33][cH:34][c:35]1[Cl:36]. The product is C(C)(C)(C)OC(=O)N1[C@@H](CN([C@H](C1)CO)CC(=O)N1CC(C=2C=NC(=CC21)C(C2=CC=CC=C2)(F)F)(C)C)C ((2R,5R)-4-{2-[6-(Difluoro-phenyl-methyl)-3,3-dimethyl-2,3-dihydro-pyrrolo[3,2-c]pyridin-1-yl]-2-oxo-ethyl}-5-hydroxymethyl-2-methyl-piperazine-1-carboxylic acid tert-butyl ester). The reactants are C(C)(C)(C)OC(=O)N1[C@@H](CN[C@H](C1)CO)C ((2R,5R)-5-hydroxymethyl-2-methyl-piperazine-1-carboxylic acid tert-butyl ester), Cl.FC(C1=CC2=C(C=N1)C(CN2)(C)C)(C2=CC=CC=C2)F (6-(difluoro-phenyl-methyl)-3,3-dimethyl-2,3-dihydro-1H-pyrrolo[3,2-c]pyridine hydrochloride), ClCC(=O)Cl (chloroacetyl chloride), CCN(C(C)C)C(C)C (DIPEA). As a reaction SMILES: [C:1]([O:5][C:6]([N:8]1[CH2:13][C@H:12]([CH2:14][OH:15])[NH:11][CH2:10][C@H:9]1[CH3:16])=[O:7])([CH3:4])([CH3:3])[CH3:2].Cl.[F:18][C:19]([F:37])([C:31]1[CH:36]=[CH:35][CH:34]=[CH:33][CH:32]=1)[C:20]1[N:25]=[CH:24][C:23]2[C:26]([CH3:30])([CH3:29])[CH2:27][NH:28][C:22]=2[CH:21]=1.Cl[CH2:39][C:40](Cl)=[O:41].CCN(C(C)C)C(C)C>>[C:1]([O:5][C:6]([N:8]1[CH2:13][C@H:12]([CH2:14][OH:15])[N:11]([CH2:39][C:40]([N:28]2[C:22]3[CH:21]=[C:20]([C:19]([F:18])([F:37])[C:31]4[CH:32]=[CH:33][CH:34]=[CH:35][CH:36]=4)[N:25]=[CH:24][C:23]=3[C:26]([CH3:30])([CH3:29])[CH2:27]2)=[O:41])[CH2:10][C@H:9]1[CH3:16])=[O:7])([CH3:4])([CH3:3])[CH3:2] |f:1.2|. The yield is 78.6%. Procedure: The title compound was prepared following methods similar to those described in Preparation 203 starting from (2R,5R)-5-hydroxymethyl-2-methyl-piperazine-1-carboxylic acid tert-butyl ester (1.1 g, 3.2 mmol), 6-(difluoro-phenyl-methyl)-3,3-dimethyl-2,3-dihydro-1H-pyrrolo[3,2-c]pyridine hydrochloride (1.0 g, 3.55 mmol), chloroacetyl chloride (282 μL, 3.55 mmol) and DIPEA (2 mL, 11.3 mmol) to give the title compound (1.37 g) as an orange gum. MS: [M+H]+=545. Reactants: COc1ccc(CC(=O)C=NN=P(c2ccccc2)(c2ccccc2)c2ccccc2)cc1, Cl, O=N[O-], [Na+], C1CCOC1, O. Product: COc1ccc(CC(=O)C=O)cc1. As a reaction SMILES: [CH3:1][O:2][c:3]1[cH:4][cH:5][c:6]([CH2:9][C:10](=[O:11])[CH:12]=[N:13][N:14]=[P:15]([c:16]2[cH:17][cH:18][cH:19][cH:20][cH:21]2)([c:22]2[cH:23][cH:24][cH:25][cH:26][cH:27]2)[c:28]2[cH:29][cH:30][cH:31][cH:32][cH:33]2)[cH:7][cH:8]1.[ClH:38].[N:34](=[O:35])[O-:36].[Na+:37].[O:39]1[CH2:40][CH2:41][CH2:42][CH2:43]1.[OH2:44]>>[CH3:1][O:2][c:3]1[cH:4][cH:5][c:6]([CH2:9][C:10](=[O:11])[CH:12]=[O:35])[cH:7][cH:8]1.